From a dataset of the Open Reaction Database (ORD), a public repository of structured organic reaction records. describe an organic reaction: reactants, conditions, products, and yield Starting materials: C(C1=CC=CC=C1)N1C[C@H]([C@@H](CC1)C)NC(OC(C)(C)C)=O (tert-butyl trans-1-benzyl-4-methylpiperidin-3-ylcarbamate), [H][H] (hydrogen). Reagents/catalysts: [Pd] (Pd/C). Run in CO (methanol). Run at time 18 hour. The product is C[C@H]1[C@@H](CNCC1)NC(OC(C)(C)C)=O (tert-butyl trans-4-methylpiperidin-3-ylcarbamate). The yield is 95.5%. RXN SMILES: C([N:8]1[CH2:13][CH2:12][C@@H:11]([CH3:14])[C@H:10]([NH:15][C:16](=[O:22])[O:17][C:18]([CH3:21])([CH3:20])[CH3:19])[CH2:9]1)C1C=CC=CC=1.[H][H]>CO.[Pd]>[CH3:14][C@@H:11]1[CH2:12][CH2:13][NH:8][CH2:9][C@H:10]1[NH:15][C:16](=[O:22])[O:17][C:18]([CH3:21])([CH3:20])[CH3:19]. Reported procedure: A mixture of tert-butyl trans-1-benzyl-4-methylpiperidin-3-ylcarbamate (0.64 g, 2.1 mmol) and 10% Pd/C (0.22 g, 0.21 mmol) in methanol (10 mL) was charged with 1 atmosphere hydrogen and stirred at room temperature for 18 hours. The catalyst was removed by filtration and washed with methanol (20 mL). The filtrate was concentrated in vacuo to give tert-butyl trans-4-methylpiperidin-3-ylcarbamate (0.43 g, 95%) as a solid. Starting materials: CCOC(=O)C=Cc1ccccc1, CCO, [H][H]. The product is CCOC(=O)CCc1ccccc1. Reaction SMILES: [C:1]([CH:2]=[CH:3][c:4]1[cH:5][cH:6][cH:7][cH:8][cH:9]1)(=[O:10])[O:11][CH2:12][CH3:13].[CH3:16][CH2:17][OH:18].[H:14][H:15]>>[C:1]([CH2:2][CH2:3][c:4]1[cH:5][cH:6][cH:7][cH:8][cH:9]1)(=[O:10])[O:11][CH2:12][CH3:13]. Reactants: Brc1ccc(-c2cn(CCN3CCCCC3)nc2OCc2ccccc2)s1, CCO, Cl. The product is Oc1nn(CCN2CCCCC2)cc1-c1ccc(Br)s1. As a reaction SMILES: [CH2:1]([c:2]1[cH:3][cH:4][cH:5][cH:6][cH:7]1)[O:8][c:9]1[n:10][n:11]([CH2:20][CH2:21][N:22]2[CH2:23][CH2:24][CH2:25][CH2:26][CH2:27]2)[cH:12][c:13]1-[c:14]1[s:15][c:16]([Br:19])[cH:17][cH:18]1.[CH3:29][CH2:30][OH:31].[ClH:28]>>[OH:8][c:9]1[n:10][n:11]([CH2:20][CH2:21][N:22]2[CH2:23][CH2:24][CH2:25][CH2:26][CH2:27]2)[cH:12][c:13]1-[c:14]1[s:15][c:16]([Br:19])[cH:17][cH:18]1.